From a dataset of the Open Reaction Database (ORD), a public repository of structured organic reaction records. describe an organic reaction: reactants, conditions, products, and yield The reactants are O=C([O-])[O-], CCO, Cl, N#Cc1ncn2c(C(F)(F)F)cc(-c3ccc(C(F)(F)F)cc3)nc12, [K+], [K+], NO. Product: N=C(NO)c1ncn2c(C(F)(F)F)cc(-c3ccc(C(F)(F)F)cc3)nc12. RXN SMILES: [C:29](=[O:30])([O-:31])[O-:32].[CH3:35][CH2:36][OH:37].[ClH:26].[F:1][C:2]([c:3]1[cH:4][c:5](-[c:14]2[cH:15][cH:16][c:17]([C:20]([F:21])([F:22])[F:23])[cH:18][cH:19]2)[n:6][c:7]2[n:8]1[cH:9][n:10][c:11]2[C:12]#[N:13])([F:24])[F:25].[K+:33].[K+:34].[NH2:27][OH:28]>>[F:1][C:2]([c:3]1[cH:4][c:5](-[c:14]2[cH:15][cH:16][c:17]([C:20]([F:21])([F:22])[F:23])[cH:18][cH:19]2)[n:6][c:7]2[n:8]1[cH:9][n:10][c:11]2[C:12](=[NH:13])[NH:27][OH:28])([F:24])[F:25].